Dataset: the Open Reaction Database (ORD), a public repository of structured organic reaction records. Task: describe an organic reaction: reactants, conditions, products, and yield The reactants are [Br-], Brc1ccc(Br)nc1, CC(C)C[Mg+], C1CCOC1. The product is CC(C)Cc1ccc(Br)cn1. As a reaction SMILES: [Br-:9].[Br:1][c:2]1[n:3][cH:4][c:5]([Br:8])[cH:6][cH:7]1.[CH2:10]([CH:11]([CH3:12])[CH3:13])[Mg+:14].[O:15]1[CH2:16][CH2:17][CH2:18][CH2:19]1>>[c:2]1([CH2:10][CH:11]([CH3:12])[CH3:13])[n:3][cH:4][c:5]([Br:8])[cH:6][cH:7]1.